From a dataset of the Open Reaction Database (ORD), a public repository of structured organic reaction records. describe an organic reaction: reactants, conditions, products, and yield Reactants: C(C)(C)(C)NS(=O)(=O)C1=NN(C2=CC=CC(=C12)F)C (3-(N-t-butylsulfamoyl)-1-methyl-4-fluoro-1H-indazole). Solvent: FC(C(=O)O)(F)F (trifluoroacetic acid), FC(C(=O)O)(F)F (trifluoroacetic acid). Run at time 8 hour. Product: CN1N=C(C2=C(C=CC=C12)F)S(=O)(=O)N (1-methyl-4-fluoro-1H-indazole-3-sulfonamide). Isolated yield 86.4%. RXN SMILES: C([NH:5][S:6]([C:9]1[C:17]2[C:12](=[CH:13][CH:14]=[CH:15][C:16]=2[F:18])[N:11]([CH3:19])[N:10]=1)(=[O:8])=[O:7])(C)(C)C>FC(F)(F)C(O)=O>[CH3:19][N:11]1[C:12]2[C:17](=[C:16]([F:18])[CH:15]=[CH:14][CH:13]=2)[C:9]([S:6]([NH2:5])(=[O:8])=[O:7])=[N:10]1. Procedure: 15 g (53 mmol) of 3-(N-t-butylsulfamoyl)-1-methyl-4-fluoro-1H-indazole was added to 50 ml of trifluoroacetic acid, and the mixture was stirred overnight. After completion of the reaction, trifluoroacetic acid was distilled off under reduced pressure, and the residue was washed with n-hexane to obtain 10.5 g (yield: 86.8%) of 1-methyl-4-fluoro-1H-indazole-3-sulfonamide (slightly purple crystals). Melting point: 221°-223° C. Reactants: FC(C1=CC=C(C=C1)S(=O)(=O)Cl)(F)F (4-(trifluoromethyl)benzene-1-sulfonyl chloride), N1=CC=CC=C1 (pyridine), BrC=1C=C(C=NC1)NC (5-bromo-N-methylpyridin-3-amine). Run in C(C)(C)O (isopropanol). Run at time 20 minute. The product is BrC=1C=C(C=NC1)N(S(=O)(=O)C1=CC=C(C=C1)C(F)(F)F)C (N-(5-bromopyridin-3-yl)-N-methyl-4-(trifluoromethyl)benzenesulfonamide). As a reaction SMILES: [Br:1][C:2]1[CH:3]=[C:4]([NH:8][CH3:9])[CH:5]=[N:6][CH:7]=1.[F:10][C:11]([F:23])([F:22])[C:12]1[CH:17]=[CH:16][C:15]([S:18](Cl)(=[O:20])=[O:19])=[CH:14][CH:13]=1.N1C=CC=CC=1>C(O)(C)C>[Br:1][C:2]1[CH:3]=[C:4]([N:8]([CH3:9])[S:18]([C:15]2[CH:14]=[CH:13][C:12]([C:11]([F:10])([F:22])[F:23])=[CH:17][CH:16]=2)(=[O:20])=[O:19])[CH:5]=[N:6][CH:7]=1. Reported procedure: To a microwave vial equipped with a stir bar and charged with 5-bromo-N-methylpyridin-3-amine (0.250 g, 1.3 mmol) in isopropanol (3 ml), was added 4-(trifluoromethyl)benzene-1-sulfonyl chloride (0.820 g, 3.3 mmol) and pyridine (0.32 ml, 4.0 mmol) into the mixture. The vial was capped and placed into a CEM Microwave for 20 minutes at 80° C., while 50 watts of energy was supplied via Powermax® (Simultaneous heating while cooling technology). The progress of the reaction was monitored by LC/MS, whi... Starting materials: BrCC(=O)C=1C=C(C(=O)O)C=CC1 (3-(2-bromo-acetyl)-benzoic acid), C(C)(=O)N (acetamide). Reaction conditions: temperature 130 celsius, time 40 minute. The product is CC=1OC=C(N1)C=1C=C(C(=O)O)C=CC1 (3-(2-methyl-oxazol-4-yl)-benzoic acid). The yield is 74.3%. Reaction SMILES: Br[CH2:2][C:3]([C:5]1[CH:6]=[C:7]([CH:11]=[CH:12][CH:13]=1)[C:8]([OH:10])=[O:9])=O.[C:14]([NH2:17])(=[O:16])[CH3:15]>>[CH3:15][C:14]1[O:16][CH:2]=[C:3]([C:5]2[CH:6]=[C:7]([CH:11]=[CH:12][CH:13]=2)[C:8]([OH:10])=[O:9])[N:17]=1. Procedure: A mixture of 3-(2-bromo-acetyl)-benzoic acid (2.43 g) and acetamide (1.77 g) was heated with stirring to 130° C. for 40 min. The mixture was cooled and diluted with H2(30 mL) and the precipitate formed was collected by filtration to give 3-(2-methyl-oxazol-4-yl)-benzoic acid (1.51 g) as brown solid.